This data is from the Open Reaction Database (ORD), a public repository of structured organic reaction records. The task is: describe an organic reaction: reactants, conditions, products, and yield Starting materials: Cl.N1=C(C=CC=C1)CC(=O)O (pyridin-2-yl-acetic acid hydrochloride), Cl.CN(CCCN=C=NCC)C (1-(3-dimethylaminopropyl)-3-ethylcarbodiimide hydrochloride), ON1N=NC2=C1C=CC=C2 (1-hydroxybenzotriazole), C(C)(C)(C)OC(=O)N1C(CCCC1)CCOC1=C(C(NC2=CC(=C(C=C12)N)Cl)=O)C1=CC(=CC(=C1)C)C (2-{2-[6-amino-7-chloro-3-(3,5-dimethylphenyl)-2-oxo-1,2-dihydro-quinolin-4-yloxy]-ethyl}-piperidine-1-carboxylic acid tert-butyl ester). Run in C(C)N(CC)CC (triethylamine), C(Cl)Cl (methylene chloride). Conditions: time 10 minute. Yields the product [OH-].[NH4+] (ammonium hydroxide), C(C)(C)(C)OC(=O)N1C(CCCC1)CCOC1=C(C(NC2=CC(=C(C=C12)NC(CC1=NC=CC=C1)=O)Cl)=O)C1=CC(=CC(=C1)C)C (2-{2-[7-chloro-3-(3,5-dimethylphenyl)-2-oxo-6-(2-pyridin-2-yl-acetylamino)-1,2-dihydroquinolin-4-yloxy]-ethyl}-piperidine-1-carboxylic acid tert-butyl ester). The yield is 10.0%. As a reaction SMILES: Cl.[N:2]1[CH:7]=[CH:6][CH:5]=[CH:4][C:3]=1[CH2:8][C:9]([OH:11])=[O:10].Cl.CN(C)CCCN=C=NCC.ON1C2C=CC=CC=2N=N1.[C:34]([O:38][C:39]([N:41]1[CH2:46][CH2:45][CH2:44][CH2:43][CH:42]1[CH2:47][CH2:48][O:49][C:50]1[C:59]2[C:54](=[CH:55][C:56]([Cl:61])=[C:57]([NH2:60])[CH:58]=2)[NH:53][C:52](=[O:62])[C:51]=1[C:63]1[CH:68]=[C:67]([CH3:69])[CH:66]=[C:65]([CH3:70])[CH:64]=1)=[O:40])([CH3:37])([CH3:36])[CH3:35]>C(Cl)Cl.C(N(CC)CC)C>[OH-:10].[NH4+:2].[C:34]([O:38][C:39]([N:41]1[CH2:46][CH2:45][CH2:44][CH2:43][CH:42]1[CH2:47][CH2:48][O:49][C:50]1[C:59]2[C:54](=[CH:55][C:56]([Cl:61])=[C:57]([NH:60][C:9](=[O:11])[CH2:8][C:3]3[CH:4]=[CH:5][CH:6]=[CH:7][N:2]=3)[CH:58]=2)[NH:53][C:52](=[O:62])[C:51]=1[C:63]1[CH:64]=[C:65]([CH3:70])[CH:66]=[C:67]([CH3:69])[CH:68]=1)=[O:40])([CH3:36])([CH3:35])[CH3:37] |f:0.1,2.3,8.9|. Procedure: To a suspension of pyridin-2-yl-acetic acid hydrochloride (60 mg in 0.8 mL methylene chloride) was added 0.051 mL triethylamine and the mixture stirred at room temperature for 10 minutes. At this time, 98 mg 1-(3-dimethylaminopropyl)-3-ethylcarbodiimide hydrochloride, 69 mg 1-hydroxybenzotriazole, and 60 mg 2-{2-[6-amino-7-chloro-3-(3,5-dimethylphenyl)-2-oxo-1,2-dihydro-quinolin-4-yloxy]-ethyl}-piperidine-1-carboxylic acid tert-butyl ester (prepared essentially as described in Example 1) were ad... Reactants: ClC1=C(C(=O)Cl)C=CC(=C1)SC (2-chloro-4-(methylsulphenyl)-benzoyl chloride), C1(=CC=CC=C1)P(C1=CC=CC=C1)C1=CC=CC=C1 (triphenyl phosphine), (triphenylphosphine)copper (I) borohydride. Reagents/catalysts: [B-].C1=CC=C(C=C1)P(C2=CC=CC=C2)C3=CC=CC=C3.C1=CC=C(C=C1)P(C2=CC=CC=C2)C3=CC=CC=C3.[Cu+] (bis(triphenylphosphine)copper (I) borohydride). The solvent is CC(=O)C (acetone). Conditions: temperature 0 celsius, time 1 hour. The product is ClC1=C(C=O)C=CC(=C1)SC (2-chloro-4-(methylsulphenyl)benzaldehyde). Isolated yield 98.3%. RXN SMILES: [Cl:1][C:2]1[CH:10]=[C:9]([S:11][CH3:12])[CH:8]=[CH:7][C:3]=1[C:4](Cl)=[O:5].C1(P(C2C=CC=CC=2)C2C=CC=CC=2)C=CC=CC=1>CC(C)=O.[B-].C1C=CC(P(C2C=CC=CC=2)C2C=CC=CC=2)=CC=1.C1C=CC(P(C2C=CC=CC=2)C2C=CC=CC=2)=CC=1.[Cu+]>[Cl:1][C:2]1[CH:10]=[C:9]([S:11][CH3:12])[CH:8]=[CH:7][C:3]=1[CH:4]=[O:5] |f:3.4.5.6|. Procedure: A mixture of 2-chloro-4-(methylsulphenyl)-benzoyl chloride (1.0 g), triphenyl phosphine (2.47 g) and bis(triphenylphosphine)copper (I) borohydride (1.0 g) in acetone was stirred at 0° C. for 1 hour. Further his (triphenylphosphine)copper (I) borohydride (1.5 g) was added and the mixture was stirred for 2 hours. The mixture was filtered and the filtrate was evaporated to dryness. The residue was dissolved in chloroform and treated with copper (I) bromide (2.1 g). The filtrate was evaporated to dr... The reactants are C(C1=CC=CC=C1)OC(=O)C1=C(C=C(C=C1)C1=CC=C(C=C1)OC(=O)C1CC2=CC=C(C=C2CC1)OCCCCCCCCCC)F (4'-(6-decyloxy-1,2,3,4-tetrahydro-2-naphthalenecarbonyloxy)-3-fluoro-4-biphenylcarboxylic acid benzyl ester), [H][H] (hydrogen). Reagents/catalysts: [Pd] (palladium/carbon). Solvent: C1CCOC1 (THF). Run at time 3 day. Yields the product C(CCCCCCCCC)OC=1C=C2CCC(CC2=CC1)C(=O)OC1=CC=C(C=C1)C1=CC(=C(C=C1)C(=O)O)F (4'-(6-decyloxy-1,2,3,4-tetrahydro-2-naphthalenecarbonyloxy)-3-fluoro-4-biphenyl carboxylic acid). Isolated yield 96.7%. RXN SMILES: C([O:8][C:9]([C:11]1[CH:16]=[CH:15][C:14]([C:17]2[CH:22]=[CH:21][C:20]([O:23][C:24]([CH:26]3[CH2:35][CH2:34][C:33]4[C:28](=[CH:29][CH:30]=[C:31]([O:36][CH2:37][CH2:38][CH2:39][CH2:40][CH2:41][CH2:42][CH2:43][CH2:44][CH2:45][CH3:46])[CH:32]=4)[CH2:27]3)=[O:25])=[CH:19][CH:18]=2)=[CH:13][C:12]=1[F:47])=[O:10])C1C=CC=CC=1.[H][H]>[Pd].C1COCC1>[CH2:37]([O:36][C:31]1[CH:32]=[C:33]2[C:28](=[CH:29][CH:30]=1)[CH2:27][CH:26]([C:24]([O:23][C:20]1[CH:19]=[CH:18][C:17]([C:14]3[CH:15]=[CH:16][C:11]([C:9]([OH:10])=[O:8])=[C:12]([F:47])[CH:13]=3)=[CH:22][CH:21]=1)=[O:25])[CH2:35][CH2:34]2)[CH2:38][CH2:39][CH2:40][CH2:41][CH2:42][CH2:43][CH2:44][CH2:45][CH3:46]. Procedure: Into a mixture of 4.19 g (6.59 mmol) of the 4'-(6-decyloxy-1,2,3,4-tetrahydro-2-naphthalenecarbonyloxy)-3-fluoro-4-biphenylcarboxylic acid benzyl ester obtained in the fourth stage and 50 ml of a THF solution containing 0.838 g of 5% palladium/carbon was blown hydrogen gas with stirring for 3 days. The reaction mixture was filtered, and the filtrate thus obtained was concentrated to obtain 3.48 g (6.37 mmol) of 4'-(6-decyloxy-1,2,3,4-tetrahydro-2-naphthalenecarbonyloxy)-3-fluoro-4-biphenyl carbo... Starting materials: BrC1=C(C(=O)O)C(=CC=N1)C1=CC=C(C=C1)Cl (2-bromo-4-(4-clorophenyl)nicotinic acid), resultant mixture, Cl (HCl), NC(=S)N (thiourea), [OH-].[Na+] (sodium hydroxide), resultant mixture, Cl (HCl). The solvent is O (water), C(C)(=O)O (acetic acid). Reaction conditions: time 30 minute. The product is SC1=C(C(=O)O)C(=CC=N1)C1=CC=C(C=C1)Cl (2-mercapto-4-(4-chlorophenyl)nicotinic acid). Reaction SMILES: Br[C:2]1[N:10]=[CH:9][CH:8]=[C:7]([C:11]2[CH:16]=[CH:15][C:14]([Cl:17])=[CH:13][CH:12]=2)[C:3]=1[C:4]([OH:6])=[O:5].NC(N)=[S:20].Cl.[OH-].[Na+]>O.C(O)(=O)C>[SH:20][C:2]1[N:10]=[CH:9][CH:8]=[C:7]([C:11]2[CH:16]=[CH:15][C:14]([Cl:17])=[CH:13][CH:12]=2)[C:3]=1[C:4]([OH:6])=[O:5] |f:3.4|. Reported procedure: 73.9 g (0.24 mol) of 2-bromo-4-(4-clorophenyl)nicotinic acid and 22.0 g (0.29 mol) of thiourea were weighed, and 100 ml of 5% HCl aqueous solution and 150 ml of acetic acid were added thereto. The resultant mixture was stirred at 100° C. for 2 hours, and was poured into water. Thereafter, 400 ml of 50% sodium hydroxide aqueous solution was added to the resultant mixture, and the mixture was stirred at room temperature for 30 minutes. The mixture was then acidified with 20% HCl aqueous solution, ... Reactants: ClC1=C(C(=O)N[C@@H](CNC(C(C)(C)C)=O)C(=O)O)C=CC(=C1)C(=O)NCC1=CC(=CC=C1)O (N-[2-chloro-4-[[[(3-hydroxyphenyl)methyl]amino]carbonyl]benzoyl]-3-(trimethylacetyl)amino-L-alanine), ClC1=C(C(=O)N[C@@H](CNC(CCC=2C(=NOC2C)C)=O)C(=O)O)C=CC(=C1)C(=O)NCC1=CC(=CC=C1)O (N-[2-chloro-4-[[[(3-hydroxyphenyl)methyl]amino]carbonyl]benzoyl]-3-[(3,5-dimethylisoxazol-4-yl)propanoyl]amino-L-alanine), ClC1=C(C(=O)N[C@@H](CNC([C@H](CC2CCCCC2)N2C=CC=C2)=O)C(=O)O)C=CC(=C1)C(=O)NCC1=CC(=CC=C1)O (N-[2-chloro-4-[[[(3-hydroxyphenyl)methyl]amino]carbonyl]benzoyl]-3-[(3-cyclohexyl-(2S)-2-(1-pyrrolyl)propanoyl)]amino-L-alanine), ClC1=C(C(=O)N[C@@H](CNC(CC(C)C)=O)C(=O)O)C=CC(=C1)C(=O)NCC1=CC(=CC=C1)O (N-[2-chloro-4-[[[(3-hydroxyphenyl)methyl]amino]carbonyl]benzoyl]-3-(3-methylbutanoyl)amino-L-alanine), ClC1=C(C(=O)N[C@@H](CNC(CCN2CCCCC2)=O)C(=O)O)C=CC(=C1)C(=O)NCC1=CC(=CC=C1)O (N-[2-chloro-4-[[[(3-hydroxyphenyl)methyl]amino]carbonyl]benzoyl]-3-[3-(piperidin-1-yl)propanoyl]amino-L-alanine), ClC1=C(C(=O)N[C@@H](CC(CC(C)C2=CC=CC=C2)=O)C(=O)O)C=CC(=C1)C(=O)NCC1=CC(=CC=C1)O (N-[2-chloro-4-[[[(3-hydroxyphenyl)methyl]amino]carbonyl]benzoyl]-3-[(3RS)-3-phenylbutanoyl]-L-alanine), ClC1=C(C(=O)N[C@@H](CNC(C(C)C)=O)C(=O)O)C=CC(=C1)C(=O)NCC1=CC(=CC=C1)O (N-[2-chloro-4-[[[(3-hydroxyphenyl)methyl]amino]carbonyl]benzoyl]-3-(2-methylpropanoyl)amino-L-alanine). Yields the product ClC1=C(C(=O)N[C@@H](CNC(CCC2=CC=CC=C2)=O)C(=O)O)C=CC(=C1)C(=O)NCC1=CC(=CC=C1)O (N-[2-chloro-4-[[[(3-hydroxyphenyl)methyl]amino]carbonyl]benzoyl]-3-(3-phenylpropanoyl)amino-L-alanine). RXN SMILES: [Cl:1][C:2]1[CH:27]=[C:26]([C:28]([NH:30][CH2:31][C:32]2[CH:37]=[CH:36][CH:35]=[C:34]([OH:38])[CH:33]=2)=[O:29])[CH:25]=[CH:24][C:3]=1[C:4]([NH:6][C@H:7]([C:21]([OH:23])=[O:22])[CH2:8][NH:9][C:10](=[O:20])[CH2:11][CH2:12][C:13]1[C:14]([CH3:19])=NO[C:17]=1[CH3:18])=[O:5].Cl[C:40]1C=C(C(NCC2C=CC=C(O)C=2)=O)C=CC=1C(N[C@H](C(O)=O)CNC(=O)CCN1CCCCC1)=O.ClC1C=C(C(NCC2C=CC=C(O)C=2)=O)C=CC=1C(N[C@H](C(O)=O)CC(=O)CC(C1C=CC=CC=1)C)=O.ClC1C=C(C(NCC2C=CC=C(O)C=2)=O)C=CC=1C(N[C@H](C(O)=O)CNC(=O)[C@@H](N1C=CC=C1)CC1CCCCC1)=O.ClC1C=C(C(NCC2C=CC=C(O)C=2)=O)C=CC=1C(N[C@H](C(O)=O)CNC(=O)C(C)(C)C)=O.ClC1C=C(C(NCC2C=CC=C(O)C=2)=O)C=CC=1C(N[C@H](C(O)=O)CNC(=O)C(C)C)=O.ClC1C=C(C(NCC2C=CC=C(O)C=2)=O)C=CC=1C(N[C@H](C(O)=O)CNC(=O)CC(C)C)=O>>[Cl:1][C:2]1[CH:27]=[C:26]([C:28]([NH:30][CH2:31][C:32]2[CH:37]=[CH:36][CH:35]=[C:34]([OH:38])[CH:33]=2)=[O:29])[CH:25]=[CH:24][C:3]=1[C:4]([NH:6][C@H:7]([C:21]([OH:23])=[O:22])[CH2:8][NH:9][C:10](=[O:20])[CH2:11][CH2:12][C:13]1[CH:17]=[CH:18][CH:40]=[CH:19][CH:14]=1)=[O:5]. Procedure: N-[2-chloro-4-[[[(3-hydroxyphenyl)methyl]amino]carbonyl]benzoyl]-3-[(3,5-dimethylisoxazol-4-yl)propanoyl]amino-L-alanine; N-[2-chloro-4-[[[(3-hydroxyphenyl)methyl]amino]carbonyl]benzoyl]-3-[3-(piperidin-1-yl)propanoyl]amino-L-alanine; N-[2-chloro-4-[[[(3-hydroxyphenyl)methyl]amino]carbonyl]benzoyl]-3-[(3RS)-3-phenylbutanoyl]-L-alanine; N-[2-chloro-4-[[[(3-hydroxyphenyl)methyl]amino]carbonyl]benzoyl]-3-[(3-cyclohexyl-(2S)-2-(1-pyrrolyl)propanoyl)]amino-L-alanine; N-[2-chloro-4-[[[(3-hydroxyphenyl... Reactants: CC1CN(C2(C)CCN(C(=O)OC(C)(C)C)CC2)CCN1C1c2ccc(Br)cc2CC1O, [H-], CCI, [Na+], C1CCOC1. Product: CCOC1Cc2cc(Br)ccc2C1N1CCN(C2(C)CCN(C(=O)OC(C)(C)C)CC2)CC1C. RXN SMILES: [Br:1][c:2]1[cH:3][c:4]2[c:8]([cH:9][cH:10]1)[CH:7]([N:11]1[CH:12]([CH3:31])[CH2:13][N:14]([C:17]3([CH3:30])[CH2:18][CH2:19][N:20]([C:23](=[O:24])[O:25][C:26]([CH3:27])([CH3:28])[CH3:29])[CH2:21][CH2:22]3)[CH2:15][CH2:16]1)[CH:6]([OH:32])[CH2:5]2.[H-:33].[I:35][CH2:36][CH3:37].[Na+:34].[O:38]1[CH2:39][CH2:40][CH2:41][CH2:42]1>>[Br:1][c:2]1[cH:3][c:4]2[c:8]([cH:9][cH:10]1)[CH:7]([N:11]1[CH:12]([CH3:31])[CH2:13][N:14]([C:17]3([CH3:30])[CH2:18][CH2:19][N:20]([C:23](=[O:24])[O:25][C:26]([CH3:27])([CH3:28])[CH3:29])[CH2:21][CH2:22]3)[CH2:15][CH2:16]1)[CH:6]([O:32][CH2:36][CH3:37])[CH2:5]2.